Dataset: the Open Reaction Database (ORD), a public repository of structured organic reaction records. Task: describe an organic reaction: reactants, conditions, products, and yield Reactants: C([O-])([O-])=O.[Sr+2] (Strontium carbonate), C(CNC(=O)C1=CC=CC=C1)(=O)O (hippuric acid). The solvent is O (water). Product: C(CNC(=O)C1=CC=CC=C1)(=O)[O-].[Sr+2].C(CNC(=O)C1=CC=CC=C1)(=O)[O-] (Strontium Hippurate). As a reaction SMILES: C(=O)([O-])[O-].[Sr+2:5].[C:6]([OH:18])(=[O:17])[CH2:7][NH:8][C:9]([C:11]1[CH:16]=[CH:15][CH:14]=[CH:13][CH:12]=1)=[O:10]>O>[C:6]([O-:18])(=[O:17])[CH2:7][NH:8][C:9]([C:11]1[CH:12]=[CH:13][CH:14]=[CH:15][CH:16]=1)=[O:10].[Sr+2:5].[C:6]([O-:18])(=[O:17])[CH2:7][NH:8][C:9]([C:11]1[CH:12]=[CH:13][CH:14]=[CH:15][CH:16]=1)=[O:10] |f:0.1,4.5.6|. Procedure: Strontium carbonate (0.5 g, 3.39 mmol) and hippuric acid (1.215 g, 6.77 mmol) in water (30 ml) were stirred at 70° C. for 5 hours. The mixture was filtered and the filtrate was evaporated to dryness and dried in vacuo at ambient temperature. Yield 1.25 g (83%).